Dataset: the Open Reaction Database (ORD), a public repository of structured organic reaction records. Task: describe an organic reaction: reactants, conditions, products, and yield Starting materials: CCCCOc1nc(N)c2nc(OC)n(CC3CCN(CC)CC3)c2n1, C1COCCO1, CO, Cl. The product is CCCCOc1nc(N)c2ncn(CC3CCN(CC)CC3)c2n1. RXN SMILES: [CH2:1]([CH2:2][CH2:3][CH3:4])[O:5][c:6]1[n:7][c:8]([NH2:26])[c:9]2[n:10][c:11]([O:24][CH3:25])[n:12]([CH2:15][CH:16]3[CH2:17][CH2:18][N:19]([CH2:22][CH3:23])[CH2:20][CH2:21]3)[c:13]2[n:14]1.[CH2:28]1[O:29][CH2:30][CH2:31][O:32][CH2:33]1.[CH3:34][OH:35].[ClH:27]>>[CH2:1]([CH2:2][CH2:3][CH3:4])[O:5][c:6]1[n:7][c:8]([NH2:26])[c:9]2[n:10][cH:11][n:12]([CH2:15][CH:16]3[CH2:17][CH2:18][N:19]([CH2:22][CH3:23])[CH2:20][CH2:21]3)[c:13]2[n:14]1.